Dataset: the Open Reaction Database (ORD), a public repository of structured organic reaction records. Task: describe an organic reaction: reactants, conditions, products, and yield Reactants: Cc1cc(C)c(Br)c(CBr)n1, C[O-], CO, CC(C)[N+](=O)[O-], [Na+]. The product is Cc1cc(C)c(Br)c(C=O)n1. Reaction SMILES: [Br:10][c:11]1[c:12]([CH2:19][Br:20])[n:13][c:14]([CH3:18])[cH:15][c:16]1[CH3:17].[CH3:1][O-:2].[CH3:21][OH:22].[CH3:4][CH:5]([N+:6](=[O:7])[O-:8])[CH3:9].[Na+:3]>>[O:8]=[CH:19][c:12]1[c:11]([Br:10])[c:16]([CH3:17])[cH:15][c:14]([CH3:18])[n:13]1. Starting materials: FC1=CC=C(C=C1)C=1OC2=C(C1C(=O)NC)C=C(C=C2)C2=C(C=CC(=C2)C(NC2(CC2)C2=CC=CC=C2)=O)O (2-(4-fluorophenyl)-5-(2-hydroxy-5-(1-phenylcyclopropyl carbamoyl)phenyl)-N-methylbenzofuran-3-carboxamide), BrCCO[Si](C)(C)C(C)(C)C ((2-bromoethoxy)(tert-butyl)dimethylsilane), C1CCC2=NCCCN2CC1 (DBU). Solvent: CN(C)C=O (DMF). Conditions: temperature 80 celsius, time 18 hour. Product: [Si](C)(C)(C(C)(C)C)OCCOC1=C(C=C(C=C1)C(NC1(CC1)C1=CC=CC=C1)=O)C=1C=CC2=C(C(=C(O2)C2=CC=C(C=C2)F)C(=O)NC)C1 (5-(2-(2-(tert-butyldimethylsilyloxy)ethoxy)-5-(1-phenylcyclopropyl carbamoyl)phenyl)-2-(4-fluorophenyl)-N-methylbenzofuran-3-carboxamide). RXN SMILES: [F:1][C:2]1[CH:7]=[CH:6][C:5]([C:8]2[O:9][C:10]3[CH:20]=[CH:19][C:18]([C:21]4[CH:26]=[C:25]([C:27](=[O:38])[NH:28][C:29]5([C:32]6[CH:37]=[CH:36][CH:35]=[CH:34][CH:33]=6)[CH2:31][CH2:30]5)[CH:24]=[CH:23][C:22]=4[OH:39])=[CH:17][C:11]=3[C:12]=2[C:13]([NH:15][CH3:16])=[O:14])=[CH:4][CH:3]=1.Br[CH2:41][CH2:42][O:43][Si:44]([C:47]([CH3:50])([CH3:49])[CH3:48])([CH3:46])[CH3:45].C1CCN2C(=NCCC2)CC1>CN(C=O)C>[Si:44]([O:43][CH2:42][CH2:41][O:39][C:22]1[CH:23]=[CH:24][C:25]([C:27](=[O:38])[NH:28][C:29]2([C:32]3[CH:33]=[CH:34][CH:35]=[CH:36][CH:37]=3)[CH2:30][CH2:31]2)=[CH:26][C:21]=1[C:18]1[CH:19]=[CH:20][C:10]2[O:9][C:8]([C:5]3[CH:6]=[CH:7][C:2]([F:1])=[CH:3][CH:4]=3)=[C:12]([C:13]([NH:15][CH3:16])=[O:14])[C:11]=2[CH:17]=1)([C:47]([CH3:50])([CH3:49])[CH3:48])([CH3:46])[CH3:45]. Procedure details: To a small screw cap vial was added 2-(4-fluorophenyl)-5-(2-hydroxy-5-(1-phenylcyclopropyl carbamoyl)phenyl)-N-methylbenzofuran-3-carboxamide (19.5 mg, 0.037 mmol) in DMF (1.3 mL), (2-bromoethoxy)(tert-butyl)dimethylsilane (0.024 mL, 0.112 mmol), and DBU (1,8-diazabicyclo[5.4.0]undec-7-ene, 0.023 mL, 0.150 mmol). The vial was capped and shaken at 80° C. for 18 hours. The DMF was removed under a stream of nitrogen to give 5-(2-(2-(tert-butyldimethylsilyloxy)ethoxy)-5-(1-phenylcyclopropyl carbamoy... Product: CCC1(c2ccc(C(C)(C)C)nc2)CC1C(=O)O. The reactants are CCOC(=O)C1CC1(CC)c1ccc(C(C)(C)C)nc1, CCO, [Na+], [OH-]. Reaction SMILES: [C:1]([CH3:2])([CH3:3])([CH3:4])[c:5]1[cH:6][cH:7][c:8]([C:11]2([CH2:19][CH3:20])[CH:12]([C:14](=[O:15])[O:16][CH2:17][CH3:18])[CH2:13]2)[cH:9][n:10]1.[CH3:23][CH2:24][OH:25].[Na+:22].[OH-:21]>>[C:1]([CH3:2])([CH3:3])([CH3:4])[c:5]1[cH:6][cH:7][c:8]([C:11]2([CH2:19][CH3:20])[CH:12]([C:14](=[O:15])[OH:16])[CH2:13]2)[cH:9][n:10]1. Reactants: CCOC(C)=O, CCCCCC, Cc1cccc(C=Cc2c(C(C)C)nc(C(C)C)c(CO)c2-c2ccc(F)cc2)c1. Yields the product Cc1cccc(CCc2c(C(C)C)nc(C(C)C)c(CO)c2-c2ccc(F)cc2)c1. Reaction SMILES: [C:37]([O:38][CH2:39][CH3:40])(=[O:41])[CH3:42].[CH3:31][CH2:32][CH2:33][CH2:34][CH2:35][CH3:36].[CH:1]([CH3:2])([CH3:3])[c:4]1[n:5][c:6]([CH:28]([CH3:29])[CH3:30])[c:7]([CH:19]=[CH:20][c:21]2[cH:22][c:23]([CH3:27])[cH:24][cH:25][cH:26]2)[c:8](-[c:12]2[cH:13][cH:14][c:15]([F:18])[cH:16][cH:17]2)[c:9]1[CH2:10][OH:11]>>[CH:1]([CH3:2])([CH3:3])[c:4]1[n:5][c:6]([CH:28]([CH3:29])[CH3:30])[c:7]([CH2:19][CH2:20][c:21]2[cH:22][c:23]([CH3:27])[cH:24][cH:25][cH:26]2)[c:8](-[c:12]2[cH:13][cH:14][c:15]([F:18])[cH:16][cH:17]2)[c:9]1[CH2:10][OH:11]. Starting materials: CCOC(=N)Cc1ccccc1C, CCO, Cl, Nc1ncccc1OCc1c(F)cccc1F. Product: Cl, Cc1ccccc1CC(=N)Nc1ncccc1OCc1c(F)cccc1F. Reaction SMILES: [CH3:19][c:20]1[c:21]([CH2:26][C:27]([O:28][CH2:29][CH3:30])=[NH:31])[cH:22][cH:23][cH:24][cH:25]1.[CH3:32][CH2:33][OH:34].[ClH:18].[NH2:1][c:2]1[n:3][cH:4][cH:5][cH:6][c:7]1[O:8][CH2:9][c:10]1[c:11]([F:17])[cH:12][cH:13][cH:14][c:15]1[F:16]>>[ClH:18].[NH:1]([c:2]1[n:3][cH:4][cH:5][cH:6][c:7]1[O:8][CH2:9][c:10]1[c:11]([F:17])[cH:12][cH:13][cH:14][c:15]1[F:16])[C:27]([CH2:26][c:21]1[c:20]([CH3:19])[cH:25][cH:24][cH:23][cH:22]1)=[NH:31]. Reactants: CC(=C)CCO (2-methyl-1-buten-4-ol), OC1OCCC(C1)C (2-hydroxy-4-methyltetrahydropyran). Conditions: time 4 hour. Yields the product CC(C)=CCO (2-methyl-2-buten-4-ol), C(CC(C)C)=O (isovaleraldehyde). Reaction SMILES: [CH3:1][C:2]([CH2:4][CH2:5][OH:6])=[CH2:3].[OH:7][CH:8]1[CH2:13][CH:12]([CH3:14])[CH2:11]CO1>>[CH3:1][C:2](=[CH:4][CH2:5][OH:6])[CH3:3].[CH:8](=[O:7])[CH2:13][CH:12]([CH3:14])[CH3:11]. Procedure: The autoclave was charged with 350 ml of a dioctyl phthalate solution containing 4.0 mg (0.00054 mml) of Rh4 (CO)12 and 0.173 g (0.856 mml) of ##STR23## and with 130 g (1.512 moles) of 2-methyl-1-buten-4ol. After thoroughly purging the autoclave with a mixed H2 /CO gas (1/1 in molar ratio), the reaction was carried out at a pressure of 140 kg/cm2 (absolute pressure) resulting from a mixed H2 /CO gas (1/1 in molar ratio) and at a temperature of 100° C., with stirring, for 4 hours. After the react... Starting materials: [H][H], CCN1C(=O)c2ccc([N+](=O)[O-])cc2C1=O, O=[Ti]=O, O, [Pd]. Yields the product CCN1C(=O)c2ccc(N)cc2C1=O. RXN SMILES: [H:17][H:18].[N+:1]([O-:2])(=[O:3])[c:4]1[cH:5][c:6]2[c:7]([cH:15][cH:16]1)[C:8](=[O:9])[N:10]([CH2:13][CH3:14])[C:11]2=[O:12].[O:19]=[Ti:20]=[O:21].[OH2:23].[Pd:22]>>[NH2:1][c:4]1[cH:5][c:6]2[c:7]([cH:15][cH:16]1)[C:8](=[O:9])[N:10]([CH2:13][CH3:14])[C:11]2=[O:12].